From a dataset of the Open Reaction Database (ORD), a public repository of structured organic reaction records. describe an organic reaction: reactants, conditions, products, and yield The product is C(C)OC(=O)C=1C=C2CC(C(NC2=CC1)C1=CC=C(C=C1)N1CCOCC1)(C)C (3,3-dimethyl-2-(4-morpholin-4-yl-phenyl)-1,2,3,4-tetrahydro-quinoline-6-carboxylic acid ethyl ester). Procedure details: A mixture of 2-(4-bromo-phenyl)-3,3-dimethyl-1,2,3,4-tetrahydro-quinoline-6-carboxylic acid ethyl ester (1.0 g, 2.6 mmol), morpholine (2.24 g, 25.8 mmol), copper (I) iodide (0.29 g, 1.55 mmol), N,N-dimethylglycine hydrochloride (0.29 g, 2.06 mmol) and potassium carbonate (1.07, 7.74 mmol) in DMSO (10 mL) was heated for 3 hours at 120° C. After cooling to room temperature, the mixture was treated with ethyl acetate (50 mL) and washed with water (20 mL). The organic layer was dried over anhydrous ... Reaction conditions: temperature 120 celsius. The reactants are C(C)OC(=O)C=1C=C2CC(C(NC2=CC1)C1=CC=C(C=C1)Br)(C)C (2-(4-bromo-phenyl)-3,3-dimethyl-1,2,3,4-tetrahydro-quinoline-6-carboxylic acid ethyl ester), N1CCOCC1 (morpholine), Cl.CN(CC(=O)O)C (N,N-dimethylglycine hydrochloride), C([O-])([O-])=O.[K+].[K+] (potassium carbonate). The solvent is CS(=O)C (DMSO), C(C)(=O)OCC (ethyl acetate). RXN SMILES: [CH2:1]([O:3][C:4]([C:6]1[CH:7]=[C:8]2[C:13](=[CH:14][CH:15]=1)[NH:12][CH:11]([C:16]1[CH:21]=[CH:20][C:19](Br)=[CH:18][CH:17]=1)[C:10]([CH3:24])([CH3:23])[CH2:9]2)=[O:5])[CH3:2].[NH:25]1[CH2:30][CH2:29][O:28][CH2:27][CH2:26]1.Cl.CN(C)CC(O)=O.C(=O)([O-])[O-].[K+].[K+]>CS(C)=O.[Cu]I.C(OCC)(=O)C>[CH2:1]([O:3][C:4]([C:6]1[CH:7]=[C:8]2[C:13](=[CH:14][CH:15]=1)[NH:12][CH:11]([C:16]1[CH:21]=[CH:20][C:19]([N:25]3[CH2:30][CH2:29][O:28][CH2:27][CH2:26]3)=[CH:18][CH:17]=1)[C:10]([CH3:24])([CH3:23])[CH2:9]2)=[O:5])[CH3:2] |f:2.3,4.5.6|. Reagents/catalysts: [Cu]I (copper (I) iodide). The yield is 19.5%. The reactants are CO, O=C[O-], CCC(O)(c1cc(F)cc(OCc2ccccc2)c1)c1nccs1, [NH4+]. Yields the product CCC(O)(c1cc(O)cc(F)c1)c1nccs1. Reaction SMILES: [CH3:29][OH:30].[CH:25]([O-:26])=[O:27].[F:1][c:2]1[cH:3][c:4]([C:16]([CH2:17][CH3:18])([c:19]2[s:20][cH:21][cH:22][n:23]2)[OH:24])[cH:5][c:6]([O:8][CH2:9][c:10]2[cH:11][cH:12][cH:13][cH:14][cH:15]2)[cH:7]1.[NH4+:28]>>[F:1][c:2]1[cH:3][c:4]([C:16]([CH2:17][CH3:18])([c:19]2[s:20][cH:21][cH:22][n:23]2)[OH:24])[cH:5][c:6]([OH:8])[cH:7]1. Reactants: C(C)(C)(C)OC(=O)N1CC(N(CC1)CC1(CCN(CC1)C1=NC=NC(=C1)Cl)O)=O (4-(tert-butoxycarbonyl)-1-[1-(6-chloro-4-pyrimidinyl)-4-hydroxypiperidin-4-ylmethyl]piperazin-2-one). The reagents and catalysts are [Pd] (palladium on carbon). Run in C(C)O (ethanol). Run at time 8 hour. The product is C(C)(C)(C)OC(=O)N1CC(N(CC1)CC1(CCN(CC1)C1=NC=NC=C1)O)=O (4-(tert-butoxycarbonyl)-1-[4-hydroxy-1-(4-pyrimidinyl)piperidin-4-ylmethyl]piperazin-2-one). Yield: 71.0%. RXN SMILES: [C:1]([O:5][C:6]([N:8]1[CH2:13][CH2:12][N:11]([CH2:14][C:15]2([OH:28])[CH2:20][CH2:19][N:18]([C:21]3[CH:26]=[C:25](Cl)[N:24]=[CH:23][N:22]=3)[CH2:17][CH2:16]2)[C:10](=[O:29])[CH2:9]1)=[O:7])([CH3:4])([CH3:3])[CH3:2]>C(O)C.[Pd]>[C:1]([O:5][C:6]([N:8]1[CH2:13][CH2:12][N:11]([CH2:14][C:15]2([OH:28])[CH2:20][CH2:19][N:18]([C:21]3[CH:26]=[CH:25][N:24]=[CH:23][N:22]=3)[CH2:17][CH2:16]2)[C:10](=[O:29])[CH2:9]1)=[O:7])([CH3:4])([CH3:2])[CH3:3]. Procedure: In ethanol (30 ml) was dissolved 4-(tert-butoxycarbonyl)-1-[1-(6-chloro-4-pyrimidinyl)-4-hydroxypiperidin-4-ylmethyl]piperazin-2-one (808 mg), and to the solution was added 10% palladium on carbon (containing 50% water, 242 mg). Under hydrogen atmosphere, the mixture was vigorously stirred overnight, and the catalyst was removed. The solvent was evaporated under reduced pressure, and the residue was purified with silica gel column chromatography (eluent:methanol/ethyl acetate=1/10) to give color... Starting materials: COC(=O)C1=CSC(=C1)B1OC(C(O1)(C)C)(C)C (5-(4,4,5,5-Tetramethyl-[1,3,2]dioxaborolan-2-yl)-thiophene-3-carboxylic acid methyl ester), O (water), C(C)(C)(C)OC(=O)N1N=C(C=C1C)I (3-iodo-5-methyl-pyrazole-1-carboxylic acid tert-butyl ester), C([O-])([O-])=O.[Cs+].[Cs+] (caesium carbonate). The reagents and catalysts are C1(=CC=CC=C1)P(C1=CC=CC=C1)C1=CC=CC=C1.C1(=CC=CC=C1)P(C1=CC=CC=C1)C1=CC=CC=C1.C1(=CC=CC=C1)P(C1=CC=CC=C1)C1=CC=CC=C1.C1(=CC=CC=C1)P(C1=CC=CC=C1)C1=CC=CC=C1.[Pd] (palladium tetrakis(triphenylphosphine)). Solvent: COCCOC (DME), IMS. Conditions: temperature 140 celsius. Yields the product COC(=O)C1=CSC(=C1)C1=NNC(=C1)C (5-(5-Methyl-1H-pyrazol-3-yl)-thiophene-3-carboxylic acid methyl ester), material. As a reaction SMILES: [CH3:1][O:2][C:3]([C:5]1[CH:9]=[C:8](B2OC(C)(C)C(C)(C)O2)[S:7][CH:6]=1)=[O:4].O.C(OC([N:27]1[C:31]([CH3:32])=[CH:30][C:29](I)=[N:28]1)=O)(C)(C)C.C(=O)([O-])[O-].[Cs+].[Cs+]>COCCOC.C1(P(C2C=CC=CC=2)C2C=CC=CC=2)C=CC=CC=1.C1(P(C2C=CC=CC=2)C2C=CC=CC=2)C=CC=CC=1.C1(P(C2C=CC=CC=2)C2C=CC=CC=2)C=CC=CC=1.C1(P(C2C=CC=CC=2)C2C=CC=CC=2)C=CC=CC=1.[Pd]>[CH3:1][O:2][C:3]([C:5]1[CH:9]=[C:8]([C:29]2[CH:30]=[C:31]([CH3:32])[NH:27][N:28]=2)[S:7][CH:6]=1)=[O:4] |f:3.4.5,7.8.9.10.11|. Procedure details: 5-(4,4,5,5-Tetramethyl-[1,3,2]dioxaborolan-2-yl)-thiophene-3-carboxylic acid methyl ester (0.10 g, 0.37 mmol) was dissolved in DME (3 mL), IMS 1 mL) and water (0.5 mL) and 3-iodo-5-methyl-pyrazole-1-carboxylic acid tert-butyl ester (0.125 g, 0.41 mmol) was added followed by caesium carbonate (0.18 g, 0.56 mmol). The mixture was degassed and purged with nitrogen then palladium tetrakis(triphenylphosphine) (0.043 g, 0.04 mmol) was added. The reaction mixture was purged with nitrogen then heated by... Reactants: [H-].[Al+3].[Li+].[H-].[H-].[H-] (lithium aluminum hydride), C(C)OC(C1=CC=C(C=C1)C1=CC2=C(N=CN=C2N[C@H](C)C2=CC=CC=C2)N1)=O (4-[4-((R)-1-phenyl-ethylamino)-7H-pyrrolo[2,3-d]pyrimidin-6-yl]-benzoic acid ethyl ester), O (water), [OH-].[Na+] (sodium hydroxide), O (water). Solvent: C1CCOC1 (THF). The product is C1(=CC=CC=C1)[C@@H](C)NC=1C2=C(N=CN1)NC(=C2)C2=CC=C(C=C2)CO ({4-[4-((R)-1-Phenyl-ethylamino)-7H-pyrrolo[2,3-d]pyrimidin-6-yl]-phenyl}-methanol). As a reaction SMILES: [H-].[Al+3].[Li+].[H-].[H-].[H-].C([O:9][C:10](=O)[C:11]1[CH:16]=[CH:15][C:14]([C:17]2[NH:34][C:20]3[N:21]=[CH:22][N:23]=[C:24]([NH:25][C@@H:26]([C:28]4[CH:33]=[CH:32][CH:31]=[CH:30][CH:29]=4)[CH3:27])[C:19]=3[CH:18]=2)=[CH:13][CH:12]=1)C.O.[OH-].[Na+]>C1COCC1>[C:28]1([C@H:26]([NH:25][C:24]2[C:19]3[CH:18]=[C:17]([C:14]4[CH:13]=[CH:12][C:11]([CH2:10][OH:9])=[CH:16][CH:15]=4)[NH:34][C:20]=3[N:21]=[CH:22][N:23]=2)[CH3:27])[CH:29]=[CH:30][CH:31]=[CH:32][CH:33]=1 |f:0.1.2.3.4.5,8.9|. Procedure details: 570 mg (15 mmol) lithium aluminum hydride are suspended in 150 ml dry THF at RT. 1.23 g (3 mmol) 4-[4-((R)-1-phenyl-ethylamino)-7H-pyrrolo[2,3-d]pyrimidin-6-yl]-benzoic acid ethyl ester are added and the mixture heated to reflux for 1 h. The mixture is cooled in an ice bath and treated sequentially with water (0.57 ml), 15% sodium hydroxide solution (0.57 ml) and water (1.71 ml). The solid aluminum complex is removed by filtration (Hyflo Super Cel®; Fluka, Buchs, Switzerland), the filtrate dried... Reactants: OP(=O)(O)[O-].[K+] (KH2PO4), NC1CCCC=2C(=CN=CC12)C=1C=C2CCC(N(C2=CC1)C)=O ((rac)-6-(8-amino-5,6,7,8-tetrahydroisoquinolin-4-yl)-1-methyl-3,4-dihydroquinolin-2(1H)-one), C(CC)(=O)O (propionic acid), CCN=C=NCCCN(C)C (EDCI). Run in C(Cl)Cl (CH2Cl2). The product is CN1C(CCC2=CC(=CC=C12)C1=CN=CC=2C(CCCC12)NC(CC)=O)=O ((rac)-N-(4-(1-Methyl-2-oxo-1,2,3,4-tetrahydroquinolin-6-yl)-5,6,7,8-tetrahydroisoquinolin-8-yl)propionamide). Isolated yield 101.8%. As a reaction SMILES: [NH2:1][CH:2]1[C:11]2[CH:10]=[N:9][CH:8]=[C:7]([C:12]3[CH:13]=[C:14]4[C:19](=[CH:20][CH:21]=3)[N:18]([CH3:22])[C:17](=[O:23])[CH2:16][CH2:15]4)[C:6]=2[CH2:5][CH2:4][CH2:3]1.[C:24](O)(=[O:27])[CH2:25][CH3:26].CCN=C=NCCCN(C)C.OP([O-])(O)=O.[K+]>C(Cl)Cl>[CH3:22][N:18]1[C:19]2[C:14](=[CH:13][C:12]([C:7]3[C:6]4[CH2:5][CH2:4][CH2:3][CH:2]([NH:1][C:24](=[O:27])[CH2:25][CH3:26])[C:11]=4[CH:10]=[N:9][CH:8]=3)=[CH:21][CH:20]=2)[CH2:15][CH2:16][C:17]1=[O:23] |f:3.4|. Reported procedure: To a stirred brown solution of (rac)-6-(8-amino-5,6,7,8-tetrahydroisoquinolin-4-yl)-1-methyl-3,4-dihydroquinolin-2(1H)-one (intermediate A-2) (92.2 mg, 0.30 mmol) and propionic acid (24.4 mg, 0.33 mmol) in CH2Cl2 (1.5 mL) at 0° C. under Argon was added EDCI (63.3 mg, 0.33 mmol). Stirring was continued over night and the reaction mixture was allowed to warm up to room temperature. The reaction mixture was poured into aq. 10% KH2PO4 solution followed by extraction with AcOEt (3×). The organic phas...